From a dataset of the Open Reaction Database (ORD), a public repository of structured organic reaction records. describe an organic reaction: reactants, conditions, products, and yield Starting materials: C1C(CC2=CC=CC=C12)=O (Indan-2-on), C([O-])(O)=O.[Na+] (sodium bicarbonate), Cl.COC([C@H]1N(CCC1)C(CN)=O)=O (Glycyl-L-proline methylester hydrochloride), [Na] (Sodium). The solvent is C(C)N(CC)CC (triethylamine), C(C)OCC (ethyl ether), CO (methanol). Yields the product Cl.COC([C@H]1N(CCC1)C(CNC1CC2=CC=CC=C2C1)=O)=O (N-(2-indanyl)glycyl-L-proline methylester hydrochloride). The yield is 37.0%. RXN SMILES: [ClH:1].[CH3:2][O:3][C:4](=[O:14])[C@@H:5]1[CH2:9][CH2:8][CH2:7][N:6]1[C:10](=[O:13])[CH2:11][NH2:12].[CH2:15]1[C:23]2[C:18](=[CH:19][CH:20]=[CH:21][CH:22]=2)[CH2:17][C:16]1=O.[Na].C(=O)(O)[O-].[Na+]>CO.C(OCC)C.C(N(CC)CC)C>[ClH:1].[CH3:2][O:3][C:4](=[O:14])[C@@H:5]1[CH2:9][CH2:8][CH2:7][N:6]1[C:10](=[O:13])[CH2:11][NH:12][CH:16]1[CH2:15][C:23]2[C:18](=[CH:19][CH:20]=[CH:21][CH:22]=2)[CH2:17]1 |f:0.1,4.5,9.10,^1:24|. Procedure: Glycyl-L-proline methylester hydrochloride (16.0 g, 72.1 m mole) was dissolved in methanol (150 ml), and Indan-2-on (4.75 g, 36.0 m mole) and triethylamine (1.8 g, 18.0 m mole) were added thereto. Sodium syanoborohydride (2.27 g, 36.0 m mole) was gradually added thereto while cooling with ice and stirring. The mixture was stirred for 1 hour while cooling with ice and next for 5 hours at room temperature. A little insoluble material was separated by filtration, and the filtrate was concentrated u... Reactants: NC1=C(C#N)C(=CC(=N1)C1=C(C=CC=C1)OCC1=CC=C(C=C1)OC)C1=CC(=C(C=C1)N)OCCN1CCCCC1 (2-amino-4-{4-amino-3-[2-(1-piperidinyl)ethoxy]phenyl}-6-{2-[(4-methoxybenzyl)oxy]-phenyl}nicotinonitrile), C(C)(=O)Cl (acetyl chloride), N1=CC=CC=C1 (pyridine). Run in C(Cl)Cl (CH2Cl2). Conditions: temperature 0 celsius, time 1 hour. Yields the product NC1=NC(=CC(=C1C#N)C1=CC(=C(C=C1)NC(C)=O)OCCN1CCCCC1)C1=C(C=CC=C1)OCC1=CC=C(C=C1)OC (N-{4-(2-amino-3-cyano-6-{2-[(4-methoxybenzyl)oxy]phenyl}-4-pyridinyl)-2-[2-(1-piperidinyl)ethoxy]-phenyl}acetamide). As a reaction SMILES: [NH2:1][C:2]1[N:9]=[C:8]([C:10]2[CH:15]=[CH:14][CH:13]=[CH:12][C:11]=2[O:16][CH2:17][C:18]2[CH:23]=[CH:22][C:21]([O:24][CH3:25])=[CH:20][CH:19]=2)[CH:7]=[C:6]([C:26]2[CH:31]=[CH:30][C:29]([NH2:32])=[C:28]([O:33][CH2:34][CH2:35][N:36]3[CH2:41][CH2:40][CH2:39][CH2:38][CH2:37]3)[CH:27]=2)[C:3]=1[C:4]#[N:5].[C:42](Cl)(=[O:44])[CH3:43].N1C=CC=CC=1>C(Cl)Cl>[NH2:1][C:2]1[C:3]([C:4]#[N:5])=[C:6]([C:26]2[CH:31]=[CH:30][C:29]([NH:32][C:42](=[O:44])[CH3:43])=[C:28]([O:33][CH2:34][CH2:35][N:36]3[CH2:41][CH2:40][CH2:39][CH2:38][CH2:37]3)[CH:27]=2)[CH:7]=[C:8]([C:10]2[CH:15]=[CH:14][CH:13]=[CH:12][C:11]=2[O:16][CH2:17][C:18]2[CH:23]=[CH:22][C:21]([O:24][CH3:25])=[CH:20][CH:19]=2)[N:9]=1. Reported procedure: A mixture of 2-amino-4-{4-amino-3-[2-(1-piperidinyl)ethoxy]phenyl}-6-{2-[(4-methoxybenzyl)oxy]-phenyl}nicotinonitrile, acetyl chloride, pyridine and CH2Cl2 was stirred at 0° C. for 1 hr. and at room temperature for 2 hrs. The usual work-up and column chromatography gave N-{4-(2-amino-3-cyano-6-{2-[(4-methoxybenzyl)oxy]phenyl}-4-pyridinyl)-2-[2-(1-piperidinyl)ethoxy]-phenyl}acetamide. Reactants: CC(=O)O (AcOH), COC1=C(CNC2=CC=C3COC(C3=C2)=C2C(NC3=CC=CC=C23)=O)C=CC(=C1)OC (3-[6-(2,4-dimethoxy-benzylamino)-3H-isobenzofuran-1-ylidene]-1,3-dihydro-indol-2-one), C=O (formaldehyde), C(#N)[BH3-].[Na+] (sodium cyanoborohydride). Solvent: C(C)#N (acetonitrile). Run at time 2 hour. The product is COC1=C(CN(C2=CC=C3COC(C3=C2)=C2C(N(C3=CC=CC=C23)CO)=O)C)C=CC(=C1)OC (3-{6-[(2,4-Dimethoxy-benzyl)-methyl-amino]-3H-isobenzofuran-1-ylidene}-1-hydroxymethyl-1,3-dihydro-indol-2-one). Reaction SMILES: [CH3:1][O:2][C:3]1[CH:29]=[C:28]([O:30][CH3:31])[CH:27]=[CH:26][C:4]=1[CH2:5][NH:6][C:7]1[CH:15]=[C:14]2[C:10]([CH2:11][O:12][C:13]2=[C:16]2[C:24]3[C:19](=[CH:20][CH:21]=[CH:22][CH:23]=3)[NH:18][C:17]2=[O:25])=[CH:9][CH:8]=1.[CH2:32]=O.C([BH3-])#N.[Na+].C[C:39](O)=[O:40]>C(#N)C>[CH3:1][O:2][C:3]1[CH:29]=[C:28]([O:30][CH3:31])[CH:27]=[CH:26][C:4]=1[CH2:5][N:6]([CH3:32])[C:7]1[CH:15]=[C:14]2[C:10]([CH2:11][O:12][C:13]2=[C:16]2[C:24]3[C:19](=[CH:20][CH:21]=[CH:22][CH:23]=3)[N:18]([CH2:39][OH:40])[C:17]2=[O:25])=[CH:9][CH:8]=1 |f:2.3|. Procedure details: To a stirred suspension of 3-[6-(2,4-dimethoxy-benzylamino)-3H-isobenzofuran-1-ylidene]-1,3-dihydro-indol-2-one (1 g, 2.41 mmol) and 37% formaldehyde aqueous solution (2 ml, 27 mmol) in acetonitrile (30 ml), was added sodium cyanoborohydride (606 mg, 9.64 mmol). The mixture was stirred at room temperature for 2 hours, and 10% AcOH aqueous solution (30 ml) was added. The mixture was continuously stirred for another 10 minutes. The yellow precipitate separated, washed with MeOH and dried under vac... The reactants are CCOC(C)=O, Cc1ccc2ccc(O)c(CC(=O)O)c2c1. Product: Cc1ccc2ccc3c(c2c1)CC(=O)O3. Reaction SMILES: [CH3:17][CH2:18][O:19][C:20](=[O:21])[CH3:22].[OH:1][c:2]1[c:3]([CH2:13][C:14](=[O:15])[OH:16])[c:4]2[cH:5][c:6]([CH3:12])[cH:7][cH:8][c:9]2[cH:10][cH:11]1>>[c:2]12[c:3]([c:4]3[cH:5][c:6]([CH3:12])[cH:7][cH:8][c:9]3[cH:10][cH:11]1)[CH2:13][C:14](=[O:15])[O:16]2. Reactants: COC=1C=C2CCN(CC2=CC1OC)C1=NC=C(C(=O)[O-])C=C1 (6-(6,7-dimethoxy-3,4-dihydroisoquinolin-2(1H)-yl)nicotinate), NO (hydroxylamine), [OH-].[Na+] (sodium hydroxide). Solvent: O1CCOCC1 (dioxane). Reaction conditions: time 72 hour. Product: COC=1C=C2CCN(CC2=CC1OC)C1=NC=C(C(=O)NO)C=C1 (6-(6,7-dimethoxy-3,4-dihydroisoquinolin-2(1H)-yl)-N-hydroxynicotinamide). Reaction SMILES: [CH3:1][O:2][C:3]1[CH:4]=[C:5]2[C:10](=[CH:11][C:12]=1[O:13][CH3:14])[CH2:9][N:8]([C:15]1[CH:23]=[CH:22][C:18]([C:19]([O-:21])=O)=[CH:17][N:16]=1)[CH2:7][CH2:6]2.[NH2:24][OH:25].[OH-].[Na+]>O1CCOCC1>[CH3:1][O:2][C:3]1[CH:4]=[C:5]2[C:10](=[CH:11][C:12]=1[O:13][CH3:14])[CH2:9][N:8]([C:15]1[CH:23]=[CH:22][C:18]([C:19]([NH:24][OH:25])=[O:21])=[CH:17][N:16]=1)[CH2:7][CH2:6]2 |f:2.3|. Procedure details: A solution of 6-(6,7-dimethoxy-3,4-dihydroisoquinolin-2(1H)-yl)nicotinate (12 mg) in dioxane (0.8 mL) was treated with 50% aqueous hydroxylamine (0.2 mL). After 10 minutes the reaction was treated with 1N sodium hydroxide (0.06 mL) and the solution stirred for 72 hours. The reaction was quenched with 1N hydrochloric acid (0.06 mL) and the solvent was evaporated. The residue was purified by preparative hplc and the pure samples freeze dried to give 6-(6,7-dimethoxy-3,4-dihydroisoquinolin-2(1H)-yl... The reactants are BrB(Br)Br, COCc1cc(C(C)C)nc(N)n1, ClCCl. Yields the product CC(C)c1cc(CO)nc(N)n1. As a reaction SMILES: [B:14]([Br:15])([Br:16])[Br:17].[CH:1]([CH3:2])([CH3:3])[c:4]1[n:5][c:6]([NH2:13])[n:7][c:8]([CH2:10][O:11][CH3:12])[cH:9]1.[Cl:18][CH2:19][Cl:20]>>[CH:1]([CH3:2])([CH3:3])[c:4]1[n:5][c:6]([NH2:13])[n:7][c:8]([CH2:10][OH:11])[cH:9]1. Reactants: C(Cl)(Cl)Cl (chloroform), C(C1=CC=CC=C1)(=O)Cl (benzoyl chloride), S(=O)(Cl)Cl (thionyl chloride), Cl.COC(CC[C@@H](CF)N)=O ((S)-4-amino-5-fluoropentanoic acid methyl ester, hydrochloride). The solvent is CO (methanol), C(C)N(CC)CC (triethylamine). Conditions: time 10 minute. Yields the product C(C1=CC=CC=C1)(=O)N[C@@H](CCC(=O)OC)CF (Methyl (S)-4-(benzoylamino)-5-fluoropentanoate). As a reaction SMILES: S(Cl)(Cl)=O.Cl.[CH3:6][O:7][C:8](=[O:15])[CH2:9][CH2:10][C@H:11]([NH2:14])[CH2:12][F:13].C(Cl)(Cl)Cl.[C:20](Cl)(=[O:27])[C:21]1[CH:26]=[CH:25][CH:24]=[CH:23][CH:22]=1>CO.C(N(CC)CC)C>[C:20]([NH:14][C@H:11]([CH2:12][F:13])[CH2:10][CH2:9][C:8]([O:7][CH3:6])=[O:15])(=[O:27])[C:21]1[CH:26]=[CH:25][CH:24]=[CH:23][CH:22]=1 |f:1.2|. Reported procedure: 1.0 ml of thionyl chloride was added drop-by-drop to a stirred mixture of 650 mg of 4 in 2.5 ml of methanol at room temperature. The resulting mixture was stirred at room temperature for 10 minutes, at reflux for two hours, cooled and stripped of solvent. The residue was mixed with 25 ml of chloroform and the mixture was stirred while 0.47 ml of benzoyl chloride was added drop-by-drop, then 1.2 ml of triethylamine was added, drop-by-drop. The mixture was stirred at room temperature for 16 hours,...